describe an organic reaction: reactants, conditions, products, and yield From a dataset of the Open Reaction Database (ORD), a public repository of structured organic reaction records. Starting materials: COC1=CC=C2C=CC=C(C2=C1)CCNC(C)=O (N-[2-(7-methoxynaphth-1-yl)ethyl]acetamide), [Al+3].[Cl-].[Cl-].[Cl-] (AlCl3), C(C1=CC=CC=C1)(=O)Cl (benzoyl chloride). Run in [N+](=O)([O-])C1=CC=CC=C1 (nitrobenzene). Yields the product COC1=CC=C2C=C(C=C(C2=C1)CCNC(C)=O)C(C1=CC=CC=C1)=O (N-[2-(7-METHOXY-3-BENZOYLNAPHTH-1-YL)ETHYL]-ACETAMIDE). As a reaction SMILES: [CH3:1][O:2][C:3]1[CH:12]=[C:11]2[C:6]([CH:7]=[CH:8][CH:9]=[C:10]2[CH2:13][CH2:14][NH:15][C:16](=[O:18])[CH3:17])=[CH:5][CH:4]=1.[Al+3].[Cl-].[Cl-].[Cl-].[C:23](Cl)(=[O:30])[C:24]1[CH:29]=[CH:28][CH:27]=[CH:26][CH:25]=1>[N+](C1C=CC=CC=1)([O-])=O>[CH3:1][O:2][C:3]1[CH:12]=[C:11]2[C:6]([CH:7]=[C:8]([C:23](=[O:30])[C:24]3[CH:29]=[CH:28][CH:27]=[CH:26][CH:25]=3)[CH:9]=[C:10]2[CH2:13][CH2:14][NH:15][C:16](=[O:18])[CH3:17])=[CH:5][CH:4]=1 |f:1.2.3.4|. Procedure details: To a solution of 11 g (45.2 mmol) of N-[2-(7-methoxynaphth-1-yl)ethyl]acetamide and 7.7 g (57.7 mmol) of AlCl3 in 60 cm3 of nitrobenzene, add dropwise 57.9 mmol of benzoyl chloride, at 12° C. and under nitrogen. Allow to react for 2 hours at 12° C. and pour the reaction mixture onto ice. Extract with dichloromethane, dry over magnesium sulfate, concentrate and then chromatograph the crude material on silica (eluent CH2Cl2 /CH3OH: 99/1). The reactants are ice water, ClC1=CC=C(NCC2=CC(=C(OC(C(=O)OCC)(C)C)C=C2)OC)C=C1 (ethyl 2-[4-(4-chloroanilinomethyl)-2-methoxyphenoxy]-2-methylpropionate), C(C)S (ethanethiol), [H-].[Na+] (sodium hydride). Solvent: CN(C=O)C (dimethylformamide). Conditions: temperature 100 celsius. Yields the product CC1(OC2=C(OC1=O)C=C(C=C2)CNC2=CC=C(C=C2)Cl)C (3,3-dimethyl-7-(4-chloroanilinomethyl)-1,4-benzodioxan-2-one). The yield is 59.5%. As a reaction SMILES: [Cl:1][C:2]1[CH:26]=[CH:25][C:5]([NH:6][CH2:7][C:8]2[CH:22]=[CH:21][C:11]([O:12][C:13]([CH3:20])([CH3:19])[C:14]([O:16]CC)=[O:15])=[C:10](OC)[CH:9]=2)=[CH:4][CH:3]=1.C(S)C.[H-].[Na+]>CN(C)C=O>[CH3:20][C:13]1([CH3:19])[C:14](=[O:16])[O:15][C:21]2[CH:22]=[C:8]([CH2:7][NH:6][C:5]3[CH:4]=[CH:3][C:2]([Cl:1])=[CH:26][CH:25]=3)[CH:9]=[CH:10][C:11]=2[O:12]1 |f:2.3|. Reported procedure: A mixture of 500 mg of ethyl 2-[4-(4-chloroanilinomethyl)-2-methoxyphenoxy]-2-methylpropionate, 206 mg of ethanethiol, 159 mg of 50% sodium hydride and 10 ml of dimethylformamide is heated at 100° C. for 3 hours. The reaction mixture is poured into ice-water and washed with ether. The aqueous layer is adjusted to pH 2 with 10% hydrochloric acid and extracted with ether. The extract is washed with water, dried and concentrated. The residue is pulverized with a mixture of diisopropyl ether and n-h... Starting materials: CC1(C)CN(c2ccccc2NC(=S)NC(=O)c2ccccc2)c2ccccc21, CO, [Na+], [OH-]. Reaction SMILES: [C:1](=[O:2])([c:3]1[cH:4][cH:5][cH:6][cH:7][cH:8]1)[NH:9][C:10](=[S:11])[NH:12][c:13]1[c:14]([N:19]2[CH2:20][C:21]([CH3:28])([CH3:29])[c:22]3[cH:23][cH:24][cH:25][cH:26][c:27]32)[cH:15][cH:16][cH:17][cH:18]1.[CH3:32][OH:33].[Na+:31].[OH-:30]>>[NH2:9][C:10](=[S:11])[NH:12][c:13]1[c:14]([N:19]2[CH2:20][C:21]([CH3:28])([CH3:29])[c:22]3[cH:23][cH:24][cH:25][cH:26][c:27]32)[cH:15][cH:16][cH:17][cH:18]1. Product: CC1(C)CN(c2ccccc2NC(N)=S)c2ccccc21. The reactants are C(C1=CC=CC=C1)N(CCC1=CC=C(C=C1)C1=CC(=C(C=C1)C(=O)OC)NC(C)C)C(=O)OC(C)(C)C (methyl 4′-[2-[benzyl(tert-butoxycarbonyl)amino)ethyl]-3-(isopropylamino)-4-biphenylcarboxylate), Cl (hydrogen chloride). Solvent: O1CCCC1 (tetrahydrofuran), O1CCOCC1 (1,4-dioxane). Reaction conditions: time 8 hour. The product is C(C1=CC=CC=C1)NCCC1=CC=C(C=C1)C1=CC(=C(C=C1)C(=O)OC)NC(C)C (methyl 4′-[2-(benzylamino)ethyl]-3-(isopropylamino)-4-biphenylcarboxylate). The yield is 97.6%. Reaction SMILES: [CH2:1]([N:8](C(OC(C)(C)C)=O)[CH2:9][CH2:10][C:11]1[CH:16]=[CH:15][C:14]([C:17]2[CH:22]=[CH:21][C:20]([C:23]([O:25][CH3:26])=[O:24])=[C:19]([NH:27][CH:28]([CH3:30])[CH3:29])[CH:18]=2)=[CH:13][CH:12]=1)[C:2]1[CH:7]=[CH:6][CH:5]=[CH:4][CH:3]=1.Cl>O1CCCC1.O1CCOCC1>[CH2:1]([NH:8][CH2:9][CH2:10][C:11]1[CH:16]=[CH:15][C:14]([C:17]2[CH:22]=[CH:21][C:20]([C:23]([O:25][CH3:26])=[O:24])=[C:19]([NH:27][CH:28]([CH3:30])[CH3:29])[CH:18]=2)=[CH:13][CH:12]=1)[C:2]1[CH:3]=[CH:4][CH:5]=[CH:6][CH:7]=1. Reported procedure: To a solution of methyl 4′-[2-[benzyl(tert-butoxycarbonyl)amino)ethyl]-3-(isopropylamino)-4-biphenylcarboxylate (768 mg) in tetrahydrofuran (8 ml) was added 4N hydrogen chloride solution in 1,4-dioxane (8 ml) at 0° C., and the mixture was stirred at room temperature overnight. The mixture was evaporated under reduced pressure and the residue was diluted with chloroform and water. The mixture was basified with aqueous solution of sodium hydroxide (1N) and the organic layer was separated, dried ov... Reactants: BrC1=CC2=C(NC(C3=C(C2=O)C=CC=C3)=O)C=C1 (5,6-dihydro-2-bromo-6,11-dioxodibenz[b,e]azepine), cuprous cyanide, CN(C=O)C (dimethylformamide), ferric chloride, Cl (hydrochloric acid). Reaction SMILES: Br[C:2]1[CH:18]=[CH:17][C:5]2[NH:6][C:7](=[O:16])[C:8]3[CH:15]=[CH:14][CH:13]=[CH:12][C:9]=3[C:10](=[O:11])[C:4]=2[CH:3]=1.[CH3:19][N:20](C)C=O.Cl>O>[C:19]([C:2]1[CH:18]=[CH:17][C:5]2[NH:6][C:7](=[O:16])[C:8]3[CH:15]=[CH:14][CH:13]=[CH:12][C:9]=3[C:10](=[O:11])[C:4]=2[CH:3]=1)#[N:20]. Reported procedure: A mixture of 5,6-dihydro-2-bromo-6,11-dioxodibenz[b,e]azepine (151 g), cuprous cyanide (49 g) and dimethylformamide (1.1 liters) was heated under refluxing for 8.5 hours. Then, the reaction mixture was cooled, and poured into a solution containing ferric chloride (200 g), conc. hydrochloric acid (50 ml) and water (500 ml) under stirring. The precipitated crystals were collected by filtration, washed with hydrochloric acid, and further washed thoroughly in water. Then, the crystals were dried at ... Run in O (water). The product is C(#N)C1=CC2=C(NC(C3=C(C2=O)C=CC=C3)=O)C=C1 (5,6-dihydro-2-cyano-6,11-dioxodibenz[b,e]azepine). The reactants are C1(=CC=CC=C1)NC(=O)N1CCNCC1 (piperazine-1-carboxylic acid phenylamide), O1COC2=C1C=CC(=C2)C=O (benzo[1,3]dioxole-5-carbaldehyde). Yields the product C1(=CC=CC=C1)NC(=O)N1CCN(CC1)CC1=CC2=C(OCO2)C=C1 (4-Benzo[1,3]dioxol-5-ylmethyl-piperazine-1-carboxylic acid phenylamide). Reaction SMILES: [C:1]1([NH:7][C:8]([N:10]2[CH2:15][CH2:14][NH:13][CH2:12][CH2:11]2)=[O:9])[CH:6]=[CH:5][CH:4]=[CH:3][CH:2]=1.[O:16]1[C:20]2[CH:21]=[CH:22][C:23]([CH:25]=O)=[CH:24][C:19]=2[O:18][CH2:17]1>>[C:1]1([NH:7][C:8]([N:10]2[CH2:15][CH2:14][N:13]([CH2:25][C:23]3[CH:22]=[CH:21][C:20]4[O:16][CH2:17][O:18][C:19]=4[CH:24]=3)[CH2:12][CH2:11]2)=[O:9])[CH:6]=[CH:5][CH:4]=[CH:3][CH:2]=1. Procedure details: The title compound was prepared from piperazine-1-carboxylic acid phenylamide and benzo[1,3]dioxole-5-carbaldehyde. 1H NMR (400 MHz, CDCl3): 7.36-7.24 (m, 4H), 7.05-6.99 (m, 1H), 6.86 (br s, 1H), 6.77-6.72 (m, 2H), 6.43 (br s, 1H), 5.95 (s, 2H), 3.50-3.46 (m, 4H), 3.43 (s, 2H), 2.46-2.42 (m, 4H). Reactants: solid, BrC1=CC(=CC=2C=C3N(C12)CCNC3=O)C#N (6-bromo-1-oxo-1,2,3,4-tetrahydro-pyrazino[1,2-a]indole-8-carbonitrile), BrC1=CC(=CC=2C=C3N(C12)CCNC3=O)C#N (6-bromo-1-oxo-1,2,3,4-tetrahydro-pyrazino[1,2-a]indole-8-carbonitrile), FC=1C=C(C=CC1F)B(O)O (3,4-difluoro-phenylboronic acid). Yields the product FC=1C=C(C=CC1F)C1=CC(=CC=2C=C3N(C12)CCNC3=O)C#N (6-(3,4-Difluoro-phenyl)-1-oxo-1,2,3,4-tetrahydro-pyrazino[1,2-a]indole-8-carbonitrile). As a reaction SMILES: Br[C:2]1[C:10]2[N:9]3[CH2:11][CH2:12][NH:13][C:14](=[O:15])[C:8]3=[CH:7][C:6]=2[CH:5]=[C:4]([C:16]#[N:17])[CH:3]=1.[F:18][C:19]1[CH:20]=[C:21](B(O)O)[CH:22]=[CH:23][C:24]=1[F:25]>>[F:18][C:19]1[CH:20]=[C:21]([C:2]2[C:10]3[N:9]4[CH2:11][CH2:12][NH:13][C:14](=[O:15])[C:8]4=[CH:7][C:6]=3[CH:5]=[C:4]([C:16]#[N:17])[CH:3]=2)[CH:22]=[CH:23][C:24]=1[F:25]. Procedure: The title compound, off-white solid (68 mg, 84%), MS (ISP) m/z=324.4 [(M+H)+], mp 289.5° C., was prepared in accordance with the general method of example 1 from 6-bromo-1-oxo-1,2,3,4-tetrahydro-pyrazino[1,2-a]indole-8-carbonitrile (intermediate 15) (72.5 mg, 0.25 mmol) and commercially available 3,4-difluoro-phenylboronic acid (51.3 mg, 0.325 mmol). Reactants: [F-].[K+] (KF), BrC1=C(C=C(C=C1)C=1OC2=C(N1)C=CC=C2)C (2-(4-bromo-3-methyl(phenyl))-benzoxazole), C(CCC)[Sn](C1=NC=CC=C1)(CCCC)CCCC (2-(tributylstannyl)pyridine), CN(C)C=O (DMF). The reagents and catalysts are C=1C=CC(=CC1)[P](C=2C=CC=CC2)(C=3C=CC=CC3)[Pd]([P](C=4C=CC=CC4)(C=5C=CC=CC5)C=6C=CC=CC6)([P](C=7C=CC=CC7)(C=8C=CC=CC8)C=9C=CC=CC9)[P](C=1C=CC=CC1)(C=1C=CC=CC1)C=1C=CC=CC1 (Pd(Ph3P)4). Run at temperature 100 celsius. Yields the product CC=1C=C(C=CC1C1=NC=CC=C1)C=1OC2=C(N1)C=CC=C2 (2-(3-methyl-4-pyridin-2-ylphenyl)-1,3-benzoxazole). Reported procedure: Polyphosphoric acid (100 mL) was added to a beaker containing 2-aminophenol (17.7 g, 162 mmol) and 4-bromo-3-methylbenzoic acid (13.6 g, 64 mmol). The mixture was heated at 200° C. for 1 h, then poured into ice water (1 L) and allowed to stand overnight. The mixture was filtered and dried to afford 2-(4-bromo-3-methyl(phenyl))-benzoxazole as a colorless solid. A solution of 2-(4-bromo-3-methyl(phenyl))-benzoxazole (670 mg, 2.3 mmol), 2-(tributylstannyl)pyridine (850 mg, 2.3 mmol), Pd(Ph3P)4 (270... RXN SMILES: Br[C:2]1[CH:7]=[CH:6][C:5]([C:8]2[O:9][C:10]3[CH:16]=[CH:15][CH:14]=[CH:13][C:11]=3[N:12]=2)=[CH:4][C:3]=1[CH3:17].C([Sn](CCCC)(CCCC)[C:23]1[CH:28]=[CH:27][CH:26]=[CH:25][N:24]=1)CCC.CN(C=O)C.[F-].[K+]>C1C=CC([P]([Pd]([P](C2C=CC=CC=2)(C2C=CC=CC=2)C2C=CC=CC=2)([P](C2C=CC=CC=2)(C2C=CC=CC=2)C2C=CC=CC=2)[P](C2C=CC=CC=2)(C2C=CC=CC=2)C2C=CC=CC=2)(C2C=CC=CC=2)C2C=CC=CC=2)=CC=1.O>[CH3:17][C:3]1[CH:4]=[C:5]([C:8]2[O:9][C:10]3[CH:16]=[CH:15][CH:14]=[CH:13][C:11]=3[N:12]=2)[CH:6]=[CH:7][C:2]=1[C:23]1[CH:28]=[CH:27][CH:26]=[CH:25][N:24]=1 |f:3.4,^1:47,49,68,87|. Run in O (H2O). Yields the product C1(CCCC1)C1C(C2=C(C(=C(C=C2CC1)OCC#N)Cl)Cl)=O (2-Cyclopentyl-6-cyanomethoxy-7,8-dichloro-1-tetralone). Reaction SMILES: [CH:1]1([CH:6]2[CH2:15][CH2:14][C:13]3[C:8](=[C:9]([Cl:18])[C:10]([Cl:17])=[C:11]([OH:16])[CH:12]=3)[C:7]2=[O:19])[CH2:5][CH2:4][CH2:3][CH2:2]1.C(=O)([O-])[O-].[K+].[K+].Cl[CH2:27][C:28]#[N:29].O>CN(C=O)C>[CH:1]1([CH:6]2[CH2:15][CH2:14][C:13]3[C:8](=[C:9]([Cl:18])[C:10]([Cl:17])=[C:11]([O:16][CH2:27][C:28]#[N:29])[CH:12]=3)[C:7]2=[O:19])[CH2:2][CH2:3][CH2:4][CH2:5]1 |f:1.2.3|. The solvent is CN(C)C=O (DMF). The reactants are O (water), C1(CCCC1)C1C(C2=C(C(=C(C=C2CC1)O)Cl)Cl)=O (2-cyclopentyl-6-hydroxy-7,8-dichloro-1-tetralone), C([O-])([O-])=O.[K+].[K+] (potassium carbonate), ClCC#N (chloroacetonitrile). Reported procedure: A stirred mixture of 2-cyclopentyl-6-hydroxy-7,8-dichloro-1-tetralone (2.9 g., 0.1 mole), potassium carbonate (15.2 g., 0.11 mole) and chloroacetonitrile (7.5 g., 0.10 mole) in DMF (100 ml.) is heated at 55°-60° C. for two hours and poured into water. The 2-cyclopentyl-6-cyanomethoxy-7,8-dichloro-1-tetralone that separates is collected and dried.